From a dataset of the Open Reaction Database (ORD), a public repository of structured organic reaction records. describe an organic reaction: reactants, conditions, products, and yield The reactants are COCCN(Cc1nc(C(=O)N2CCN(C(C)C)CC2)co1)C(=O)OC(C)(C)C, CN1CCOCC1, CCN=C=NCCCN(C)C, CC(C)N1CCNCC1, Cl, Cl, Cl, CN(C)C=O, O, On1nnc2ccccc21. Yields the product COCCNCc1nc(C(=O)N2CCN(C(C)C)CC2)co1. RXN SMILES: [C:1]([O:2][C:3](=[O:4])[N:7]([CH2:8][CH2:9][O:10][CH3:11])[CH2:12][c:13]1[o:14][cH:15][c:16]([C:18](=[O:19])[N:20]2[CH2:21][CH2:22][N:23]([CH:26]([CH3:27])[CH3:28])[CH2:24][CH2:25]2)[n:17]1)([CH3:5])([CH3:6])[CH3:29].[CH3:51][N:52]1[CH2:53][CH2:54][O:55][CH2:56][CH2:57]1.[CH3:59][N:60]([CH3:61])[CH2:62][CH2:63][CH2:64][N:65]=[C:66]=[N:67][CH2:68][CH3:69].[CH:32]([N:33]1[CH2:34][CH2:35][NH:36][CH2:37][CH2:38]1)([CH3:39])[CH3:40].[ClH:30].[ClH:31].[ClH:58].[O:70]=[CH:71][N:72]([CH3:73])[CH3:74].[OH2:75].[OH:41][n:42]1[c:43]2[cH:44][cH:45][cH:46][cH:47][c:48]2[n:49][n:50]1>>[NH:7]([CH2:8][CH2:9][O:10][CH3:11])[CH2:12][c:13]1[o:14][cH:15][c:16]([C:18](=[O:19])[N:20]2[CH2:21][CH2:22][N:23]([CH:26]([CH3:27])[CH3:28])[CH2:24][CH2:25]2)[n:17]1. Starting materials: C1=CC=C2C(=C1)C3=NC=CC4=C3C(=NC=C4N=[N+]=[N-])C2=O (4-azidosampangine). The reagents and catalysts are N1CCCCC1 (piperidine). Run in CO (MeOH). Run at time 30 minute. The product is C1=CC=C2C(=C1)C3=NC=CC4=C3C(=NC=C4N)C2=O (4-aminosampangine). The yield is 94.8%. RXN SMILES: [CH:1]1[CH:6]=[C:5]2[C:7]3[C:12]4[C:13]([C:20](=[O:21])[C:4]2=[CH:3][CH:2]=1)=[N:14][CH:15]=[C:16]([N:17]=[N+]=[N-])[C:11]=4[CH:10]=[CH:9][N:8]=3>N1CCCCC1.CO>[CH:1]1[CH:6]=[C:5]2[C:7]3[C:12]4[C:13]([C:20](=[O:21])[C:4]2=[CH:3][CH:2]=1)=[N:14][CH:15]=[C:16]([NH2:17])[C:11]=4[CH:10]=[CH:9][N:8]=3. Procedure details: Hydrogen sulfide was bubbled through a solution containing 4-azidosampangine (160 mg, 0.58 mmol) and piperidine (2 drops) in MeOH (20 mL) that was precooled to 10° C. After 30 min, the temperature of the reaction was allowed to rise to ambient temperature, and after an additional 30 min the reaction was stopped. The solvent was evaporated and the residual solids chromatographed over silica using CHCl3 /MeOH (9:1) as eluant to give 4-aminosampangine (136 mg, 95%). The chromatography of 4-aminosam... Starting materials: ClC=1NC=C(N1)[N+](=O)[O-] (2-Chloro-4-nitro-1H-imidazole), C1(=CC=C(C=C1)S(=O)(=O)OCC1(OC1)C)C (2-methyloxiran-2-ylmethyl paratoluenesulfonate), C(C)#N (acetonitrile). The reagents and catalysts are [Cl-].C(C1=CC=CC=C1)[N+](CC)(CC)CC (benzyl(triethyl) ammonium chloride). Solvent: C(C)(=O)OCC (ethyl acetate). Yields the product ClC=1N(C=C(N1)[N+](=O)[O-])CC(COS(=O)(=O)C1=CC=C(C=C1)C)(C)O (2-chloro-1-[2-hydroxy-2-methyl-3-(4-methylbenzenesulfonyloxy)propyl]-4-nitroimidazole). The yield is 70.4%. RXN SMILES: [Cl:1][C:2]1[NH:3][CH:4]=[C:5]([N+:7]([O-:9])=[O:8])[N:6]=1.[C:10]1([CH3:25])[CH:15]=[CH:14][C:13]([S:16]([O:19][CH2:20][C:21]2([CH3:24])[CH2:23][O:22]2)(=[O:18])=[O:17])=[CH:12][CH:11]=1.C(#N)C>[Cl-].C([N+](CC)(CC)CC)C1C=CC=CC=1.C(OCC)(=O)C>[Cl:1][C:2]1[N:3]([CH2:24][C:21]([OH:22])([CH3:23])[CH2:20][O:19][S:16]([C:13]2[CH:14]=[CH:15][C:10]([CH3:25])=[CH:11][CH:12]=2)(=[O:18])=[O:17])[CH:4]=[C:5]([N+:7]([O-:9])=[O:8])[N:6]=1 |f:3.4|. Procedure: 2-Chloro-4-nitro-1H-imidazole (1 g, 6.78 mmol), 2-methyloxiran-2-ylmethyl paratoluenesulfonate (2.46 g, 10.15 mmol), benzyl(triethyl) ammonium chloride (1.50 mg, 0.66 mmol) and acetonitrile (10 ml) were stirred under reflux for 8 hours. The reaction mixture was allowed to return to room temperature, diluted with ethyl acetate. The organic phase was washed with a saturated aqueous sodium bicarbonate solution twice, dried over magnesium sulfate and then filtered. The filtrate was concentrated unde... Run at time 2 hour. Procedure details: A solution of the above obtained 0.53 g of 1:1 mixture of tert-butyl (1-hydroxy-2-methylpropan-2-yl)carbamate and tert-butyl (1-(2-methoxyethoxy)-2-methylpropan-2-yl)carbamate in 10 mL of DCM and TFA (1.4 mL, 19.60 mmol) was stirred at RT for 2 h. It was concentrated under reduced pressure. The residue was treated with 10 mL of 1 N NaOH, and extracted with 3×30 mL of EtOAc. The combined organic layers were washed with 5 mL of brine, dried over Na2SO4 and concentrated to give an off-white amorpho... The solvent is CCOC(=O)C (EtOAc), C(Cl)Cl (DCM), CS(=O)C (DMSO). Yields the product COCCOCC(C)(C)NC=1C(=NC2=CC=CC(=C2N1)C1=CC=2C(NCCC2N1)=O)C (2-(3-((1-(2-methoxyethoxy)-2-methylpropan-2-yl)amino)-2-methylquinoxalin-5-yl)-6,7-dihydro-1H-pyrrolo[3,2-c]pyridin-4(5H)-one). RXN SMILES: OCC(NC(=O)OC(C)(C)C)(C)C.[CH3:14][O:15][CH2:16][CH2:17][O:18][CH2:19][C:20]([NH:23][C:24](=O)OC(C)(C)C)([CH3:22])[CH3:21].C(O)(C(F)(F)F)=O.NC(C)(C)CO.F[C:45]1[C:46](C)=[N:47][C:48]2[C:53]([N:54]=1)=[C:52]([C:55]1[NH:63][C:62]3[CH2:61][CH2:60][NH:59][C:58](=[O:64])[C:57]=3[CH:56]=1)[CH:51]=[CH:50][CH:49]=2>C(Cl)Cl.CS(C)=O.CCOC(C)=O>[CH3:14][O:15][CH2:16][CH2:17][O:18][CH2:19][C:20]([NH:23][C:24]1[C:46]([CH3:45])=[N:47][C:48]2[C:53]([N:54]=1)=[C:52]([C:55]1[NH:63][C:62]3[CH2:61][CH2:60][NH:59][C:58](=[O:64])[C:57]=3[CH:56]=1)[CH:51]=[CH:50][CH:49]=2)([CH3:21])[CH3:22]. The yield is 20.0%. Reactants: COCCOCC(C)(C)NC(OC(C)(C)C)=O (tert-butyl (1-(2-methoxyethoxy)-2-methylpropan-2-yl)carbamate), NC(CO)(C)C (2-amino-2-methylpropan-1-ol), OCC(C)(C)NC(OC(C)(C)C)=O (tert-butyl (1-hydroxy-2-methylpropan-2-yl)carbamate), COCCOCC(C)(C)NC(OC(C)(C)C)=O (tert-butyl (1-(2-methoxyethoxy)-2-methylpropan-2-yl)carbamate), C(=O)(C(F)(F)F)O (TFA), COCCOCC(C)(C)NC(OC(C)(C)C)=O (tert-butyl (1-(2-methoxyethoxy)-2-methylpropan-2-yl)carbamate), NC(CO)(C)C (2-amino-2-methylpropan-1-ol), FC=1C(=NC2=CC=CC(=C2N1)C1=CC=2C(NCCC2N1)=O)C (2-(3-fluoro-2-methylquinoxalin-5-yl)-6,7-dihydro-1H-pyrrolo[3,2-c]pyridin-4(5H)-one), TEA. Reactants: [Si](C)(C)(C(C)(C)C)OC(CC[C@@H]1[C@H]([C@H](C[C@H]1OC1OCCCC1)O)C\C=C/CCCC(=O)O)CCCCCCC ((Z)-7-[(1R,2R,3R,5S)-2-(3-(tert-butyldimethylsilyloxy)decyl)-5-hydroxy-3-(tetra-hydro-2H-pyran-2-yloxy)cyclopentyl)hept-5-enoic acid), C1=CC=NC(=C1)SSC2=CC=CC=N2 (2,2′-dipyridyl disulfide), C1(=CC=CC=C1)P(C1=CC=CC=C1)C1=CC=CC=C1 (triphenylphosphine). Run in C=1(C(=CC=CC1)C)C (xylene). Run at time 1 hour. The product is [Si](C)(C)(C(C)(C)C)OC(CC[C@H]1[C@@H](C[C@@H]2OC(CCC\C=C/C[C@@H]21)=O)OC2OCCCC2)CCCCCCC ((8aR,9R,10R,11 aS,Z)-9-[3-(tert-butyldimethylsilyloxy)decyl)-10-(tetrahydro-2H-pyran-2-yloxy)-4,5,8,8a,9,10,11,11a-octahydrocyclo-penta[b]oxecin-2(3H)-one). RXN SMILES: [Si:1]([O:8][CH:9]([CH2:34][CH2:35][CH2:36][CH2:37][CH2:38][CH2:39][CH3:40])[CH2:10][CH2:11][C@H:12]1[C@H:16]([O:17][CH:18]2[CH2:23][CH2:22][CH2:21][CH2:20][O:19]2)[CH2:15][C@H:14](O)[C@@H:13]1[CH2:25]/[CH:26]=[CH:27]\[CH2:28][CH2:29][CH2:30][C:31]([OH:33])=[O:32])([C:4]([CH3:7])([CH3:6])[CH3:5])([CH3:3])[CH3:2].C1C=C(SSC2N=CC=CC=2)N=CC=1.C1(P(C2C=CC=CC=2)C2C=CC=CC=2)C=CC=CC=1>C1(C)C(C)=CC=CC=1>[Si:1]([O:8][CH:9]([CH2:34][CH2:35][CH2:36][CH2:37][CH2:38][CH2:39][CH3:40])[CH2:10][CH2:11][C@@H:12]1[C@@H:13]2[C@@H:14]([O:32][C:31](=[O:33])[CH2:30][CH2:29][CH2:28][CH:27]=[CH:26][CH2:25]2)[CH2:15][C@H:16]1[O:17][CH:18]1[CH2:23][CH2:22][CH2:21][CH2:20][O:19]1)([C:4]([CH3:5])([CH3:7])[CH3:6])([CH3:2])[CH3:3]. Procedure details: A solution of (Z)-7-[(1R,2R,3R,5S)-2-(3-(tert-butyldimethyl-silyloxy)decyl)-5-hydroxy-3-(tetrahydro-2H-pyran-2-yloxy)cyclopentyl)hept-5-enoic acid (61 g from Example 39) in 250 mL xylene was treated with 2,2′-dipyridyl disulfide (36 g, 0.17 mol) and triphenylphosphine (38 g, 0.43 mol). This mixture was then stirred for 1 hour at room temperature under an atmosphere of nitrogen and the resulting mixture was heated to 80° C. for 18 hours. Then, the xylene was removed under reduced pressure, and th...